describe an organic reaction: reactants, conditions, products, and yield From a dataset of the Open Reaction Database (ORD), a public repository of structured organic reaction records. The reactants are COC(=O)[C@H]1N(C[C@@H](C1)S(=O)(=O)C)C(CC(C)=O)=S ((2S,4R)-4-methanesulfonyl-1-(3-oxo-thiobutyryl)-pyrrolidine-2-carboxylic acid methyl ester), FC(CNN)(F)F (2,2,2-trifluoroethylhydrazine). Yields the product COC(=O)[C@H]1N(C[C@@H](C1)S(=O)(=O)C)C=1N(N=C(C1)C)CC(F)(F)F ((2S,4R)-4-Methanesulfonyl-1-[5-methyl-2-(2,2,2-trifluoro-ethyl)-2H-pyrazol-3-yl]-pyrrolidine-2-carboxylic acid methyl ester). As a reaction SMILES: [CH3:1][O:2][C:3]([C@@H:5]1[CH2:9][C@@H:8]([S:10]([CH3:13])(=[O:12])=[O:11])[CH2:7][N:6]1[C:14](=S)[CH2:15][C:16](=O)[CH3:17])=[O:4].[F:20][C:21]([F:26])([F:25])[CH2:22][NH:23][NH2:24]>>[CH3:1][O:2][C:3]([C@@H:5]1[CH2:9][C@@H:8]([S:10]([CH3:13])(=[O:12])=[O:11])[CH2:7][N:6]1[C:14]1[N:23]([CH2:22][C:21]([F:26])([F:25])[F:20])[N:24]=[C:16]([CH3:17])[CH:15]=1)=[O:4]. Procedure details: In analogy to the procedure described in example 192 h, (2S,4R)-4-methanesulfonyl-1-(3-oxo-thiobutyryl)-pyrrolidine-2-carboxylic acid methyl ester (example 448c) was reacted with 2,2,2-trifluoroethylhydrazine (CAS Reg. No. 5042-30-8) to give the title compound. MS (ESI): m/z=370.4 [M+H]+. Reactants: O=C(CCC(=O)OCC)C1=CC=C(C=C1)CCCCCl (ethyl 4-oxo-4-[4-(4-chlorobutyl)phenyl]butyrate), CC=1C=C(C=CC1)N1CCNCC1 (1-(3-methylphenyl)piperazine), C([O-])([O-])=O.[K+].[K+] (potassium carbonate). The solvent is CN(C=O)C (dimethylformamide), C1(=CC=CC=C1)C (toluene). Product: O=C(CCC(=O)OCC)C1=CC=C(C=C1)CCCCN1CCN(CC1)C1=CC(=CC=C1)C (ethyl 4-oxo-4-[4-(4-(4-(3-methylphenyl)piperazin-1-yl)butyl)phenyl ]butyrate). The yield is 58.5%. Reaction SMILES: [O:1]=[C:2]([C:10]1[CH:15]=[CH:14][C:13]([CH2:16][CH2:17][CH2:18][CH2:19]Cl)=[CH:12][CH:11]=1)[CH2:3][CH2:4][C:5]([O:7][CH2:8][CH3:9])=[O:6].[CH3:21][C:22]1[CH:23]=[C:24]([N:28]2[CH2:33][CH2:32][NH:31][CH2:30][CH2:29]2)[CH:25]=[CH:26][CH:27]=1.C(=O)([O-])[O-].[K+].[K+]>CN(C)C=O.C1(C)C=CC=CC=1>[O:1]=[C:2]([C:10]1[CH:15]=[CH:14][C:13]([CH2:16][CH2:17][CH2:18][CH2:19][N:31]2[CH2:32][CH2:33][N:28]([C:24]3[CH:25]=[CH:26][CH:27]=[C:22]([CH3:21])[CH:23]=3)[CH2:29][CH2:30]2)=[CH:12][CH:11]=1)[CH2:3][CH2:4][C:5]([O:7][CH2:8][CH3:9])=[O:6] |f:2.3.4|. Procedure details: 20 g of ethyl 4-oxo-4-[4-(4-chlorobutyl)phenyl]butyrate and 12 g of 1-(3-methylphenyl)piperazine are dissolved in a mixed solvent of 80 ml of dimethylformamide and 80 ml of toluene. To this solution, 14 g of potassium carbonate is added, and this is followed by reflux with heating for 18 hours under stirring the solution. After the completion of the reaction, the reaction liquid is concentrated under reduced pressure and extracted with ethyl acetate. After being washed with water, the extract is... The product is CCNC(=S)NS(=O)(=O)N1CCC(CCNC(=O)c2cc(Cl)ccc2OC)CC1. Reactants: O=C([O-])[O-], CCN=C=S, CN1CCCC1=O, COc1ccc(Cl)cc1C(=O)NCCC1CCN(S(N)(=O)=O)CC1, Cl, [Cs+], [Cs+]. As a reaction SMILES: [C:25](=[O:26])([O-:27])[O-:28].[CH2:31]([CH3:32])[N:33]=[C:34]=[S:35].[CH3:37][N:38]1[CH2:39][CH2:40][CH2:41][C:42]1=[O:43].[Cl:1][c:2]1[cH:3][cH:4][c:5]([O:23][CH3:24])[c:6]([C:7](=[O:8])[NH:9][CH2:10][CH2:11][CH:12]2[CH2:13][CH2:14][N:15]([S:18](=[O:19])(=[O:20])[NH2:21])[CH2:16][CH2:17]2)[cH:22]1.[ClH:36].[Cs+:29].[Cs+:30]>>[Cl:1][c:2]1[cH:3][cH:4][c:5]([O:23][CH3:24])[c:6]([C:7](=[O:8])[NH:9][CH2:10][CH2:11][CH:12]2[CH2:13][CH2:14][N:15]([S:18](=[O:19])(=[O:20])[NH:21][C:34]([NH:33][CH2:31][CH3:32])=[S:35])[CH2:16][CH2:17]2)[cH:22]1. Reactants: C([O-])([O-])=O.[K+].[K+] (potassium carbonate), O-acetyl, [Na] (Sodium), C(C1=CC=CC=C1)OC1=CC=C(C=NO)C=C1 (4-benzyloxybenzaldehyde oxime), C(C)(=O)OC(C)=O (acetic anhydride). The solvent is C(C)(=O)OCC (ethyl acetate), CO (methanol), C(C)(=O)O (acetic acid), O (water). Conditions: time 1 hour. Yields the product C(C1=CC=CC=C1)OC1=CC=C(CN(O)C(C)=O)C=C1 (N-(4-Benzyloxybenzyl)acetohydroxamic acid). Reaction SMILES: [Na].[CH2:2]([O:9][C:10]1[CH:18]=[CH:17][C:13]([CH:14]=[N:15][OH:16])=[CH:12][CH:11]=1)[C:3]1[CH:8]=[CH:7][CH:6]=[CH:5][CH:4]=1.[C:19](OC(=O)C)(=[O:21])[CH3:20].C(=O)([O-])[O-].[K+].[K+]>C(O)(=O)C.CO.C(OCC)(=O)C.O>[CH2:2]([O:9][C:10]1[CH:11]=[CH:12][C:13]([CH2:14][N:15]([C:19](=[O:21])[CH3:20])[OH:16])=[CH:17][CH:18]=1)[C:3]1[CH:4]=[CH:5][CH:6]=[CH:7][CH:8]=1 |f:3.4.5,^1:0|. Procedure: Sodium cyanoborohydrodide (21.3 g) was added in portions to a solution of 4-benzyloxybenzaldehyde oxime (51 g) in acetic acid (250 ml) at ca 50° (cooling). After the reduction was complete, acetic anhydride (22.5 ml) was added in one portion, and the mixture was stirred for 1 hour. The mixture was then poured into water, and the neutral product was isolated with ethyl acetate. The residue was treated with potassium carbonate (2 g) in methanol (400 ml) to hydrolyse the O-acetyl material, then the... Starting materials: COC(N(C)C)OC (N,N-Dimethylformamide dimethyl acetal), CC1=NN(C(N1)=O)C1=CC=C(C=C1)SC=1C=C(C=CC1)C1(CCOCC1)C(=O)N (4-(3-{[4-(3-methyl-5-oxo-4,5-dihydro-1H-1,2,4-triazol-1-yl)phenyl]thio}phenyl)tetrahydro-2H-pyran-4-carboxamide). Product: CN(C)\C=N\C(=O)C1(CCOCC1)C1=CC(=CC=C1)SC1=CC=C(C=C1)N1N=C(NC1=O)C (N-[(1E)-(dimethylamino)methylene]-4-(3-{[4-(3-methyl-5-oxo-4,5-dihydro-1H-1,2,4-triazol-1-yl)phenyl]thio}phenyl)tetrahydro-2H-pyran-4-carboxamide). RXN SMILES: CO[CH:3](OC)[N:4]([CH3:6])[CH3:5].[CH3:9][C:10]1[NH:14][C:13](=[O:15])[N:12]([C:16]2[CH:21]=[CH:20][C:19]([S:22][C:23]3[CH:24]=[C:25]([C:29]4([C:35]([NH2:37])=[O:36])[CH2:34][CH2:33][O:32][CH2:31][CH2:30]4)[CH:26]=[CH:27][CH:28]=3)=[CH:18][CH:17]=2)[N:11]=1>>[CH3:3][N:4](/[CH:6]=[N:37]/[C:35]([C:29]1([C:25]2[CH:26]=[CH:27][CH:28]=[C:23]([S:22][C:19]3[CH:18]=[CH:17][C:16]([N:12]4[C:13](=[O:15])[NH:14][C:10]([CH3:9])=[N:11]4)=[CH:21][CH:20]=3)[CH:24]=2)[CH2:30][CH2:31][O:32][CH2:33][CH2:34]1)=[O:36])[CH3:5]. Procedure: N,N-Dimethylformamide dimethyl acetal (15 mL) was added to 4-(3-{[4-(3-methyl-5-oxo-4,5-dihydro-1H-1,2,4-triazol-1-yl)phenyl]thio}phenyl)tetrahydro-2H-pyran-4-carboxamide (2.0 g, 4.88 mmol) (example 10) and the reaction mixture was refluxed for about 2 hours. The solvent was evaporated under reduced pressure to obtain a light brown paste. Yield: 3.0 g. Isolated yield 94.0%. Procedure details: 6-(10-Acetoxydecyl)-2,3-dimethoxy-5-methylhydroquinone (38.0 g) and tert-butylchlorodiphenylsilane (55.0 g) were dissolved in dichloromethane (50 ml). Imidazole (13.6 g) was added under a stream of nitrogen at room temperature. The mixture was stirred at 43° C. for 16 hours. The reaction mixture was washed with water (50 ml) and concentrated under reduced pressure. The residue was subjected to column chromatography on silica gel and eluted with hexane/ethyl acetate (7:3) to obtain the desired co... Yields the product C(C)(=O)OCCCCCCCCCCC1=C(C(=C(C(=C1O)OC)OC)O[Si](C1=CC=CC=C1)(C1=CC=CC=C1)C(C)(C)C)C (6-(10-Acetoxydecyl)-4-tert-butyldipheylsilyloxy-2,3-dimethoxy-5-methylphenol). Reactants: C(C)(=O)OCCCCCCCCCCC1=C(C(=C(C(=C1O)OC)OC)O)C (6-(10-Acetoxydecyl)-2,3-dimethoxy-5-methylhydroquinone), C(C)(C)(C)[Si](C1=CC=CC=C1)(C1=CC=CC=C1)Cl (tert-butylchlorodiphenylsilane), N1C=NC=C1 (Imidazole). Run at temperature 43 celsius, time 16 hour. Solvent: ClCCl (dichloromethane). RXN SMILES: [C:1]([O:4][CH2:5][CH2:6][CH2:7][CH2:8][CH2:9][CH2:10][CH2:11][CH2:12][CH2:13][CH2:14][C:15]1[C:20]([OH:21])=[C:19]([O:22][CH3:23])[C:18]([O:24][CH3:25])=[C:17]([OH:26])[C:16]=1[CH3:27])(=[O:3])[CH3:2].[C:28]([Si:32](Cl)([C:39]1[CH:44]=[CH:43][CH:42]=[CH:41][CH:40]=1)[C:33]1[CH:38]=[CH:37][CH:36]=[CH:35][CH:34]=1)([CH3:31])([CH3:30])[CH3:29].N1C=CN=C1>ClCCl>[C:1]([O:4][CH2:5][CH2:6][CH2:7][CH2:8][CH2:9][CH2:10][CH2:11][CH2:12][CH2:13][CH2:14][C:15]1[C:20]([OH:21])=[C:19]([O:22][CH3:23])[C:18]([O:24][CH3:25])=[C:17]([O:26][Si:32]([C:28]([CH3:31])([CH3:30])[CH3:29])([C:39]2[CH:40]=[CH:41][CH:42]=[CH:43][CH:44]=2)[C:33]2[CH:38]=[CH:37][CH:36]=[CH:35][CH:34]=2)[C:16]=1[CH3:27])(=[O:3])[CH3:2]. Starting materials: CCCCC(Oc1ccc(OCC(=O)OCC)c(C)c1)c1cccc(Br)c1, C1CCOC1, OB(O)c1ccc(C(F)(F)F)cc1, [Na+], [Na+], O=C([O-])[O-], O, c1ccc(P(c2ccccc2)(c2ccccc2)[Pd](P(c2ccccc2)(c2ccccc2)c2ccccc2)(P(c2ccccc2)(c2ccccc2)c2ccccc2)P(c2ccccc2)(c2ccccc2)c2ccccc2)cc1. Product: CCCCC(Oc1ccc(OCC(=O)OCC)c(C)c1)c1cccc(-c2ccc(C(F)(F)F)cc2)c1. RXN SMILES: [Br:1][c:2]1[cH:3][c:4]([CH:8]([CH2:9][CH2:10][CH2:11][CH3:12])[O:13][c:14]2[cH:15][c:16]([CH3:27])[c:17]([O:20][CH2:21][C:22](=[O:23])[O:24][CH2:25][CH3:26])[cH:18][cH:19]2)[cH:5][cH:6][cH:7]1.[CH2:47]1[O:48][CH2:49][CH2:50][CH2:51]1.[F:28][C:29]([c:30]1[cH:31][cH:32][c:33]([B:36]([OH:37])[OH:38])[cH:34][cH:35]1)([F:39])[F:40].[Na+:41].[Na+:42].[O-:43][C:44](=[O:45])[O-:46].[OH2:52].[cH:53]1[cH:54][cH:55][c:56]([P:57]([Pd:58]([P:59]([c:60]2[cH:61][cH:62][cH:63][cH:64][cH:65]2)([c:66]2[cH:67][cH:68][cH:69][cH:70][cH:71]2)[c:72]2[cH:73][cH:74][cH:75][cH:76][cH:77]2)([P:78]([c:79]2[cH:80][cH:81][cH:82][cH:83][cH:84]2)([c:85]2[cH:86][cH:87][cH:88][cH:89][cH:90]2)[c:91]2[cH:92][cH:93][cH:94][cH:95][cH:96]2)[P:97]([c:98]2[cH:99][cH:100][cH:101][cH:102][cH:103]2)([c:104]2[cH:105][cH:106][cH:107][cH:108][cH:109]2)[c:110]2[cH:111][cH:112][cH:113][cH:114][cH:115]2)([c:116]2[cH:117][cH:118][cH:119][cH:120][cH:121]2)[c:122]2[cH:123][cH:124][cH:125][cH:126][cH:127]2)[cH:128][cH:129]1>>[c:2]1(-[c:33]2[cH:32][cH:31][c:30]([C:29]([F:28])([F:39])[F:40])[cH:35][cH:34]2)[cH:3][c:4]([CH:8]([CH2:9][CH2:10][CH2:11][CH3:12])[O:13][c:14]2[cH:15][c:16]([CH3:27])[c:17]([O:20][CH2:21][C:22](=[O:23])[O:24][CH2:25][CH3:26])[cH:18][cH:19]2)[cH:5][cH:6][cH:7]1. Starting materials: FC=1C=C(C=O)C=CC1F (3,4-difluorobenzaldehyde), N (ammonia), CCCCCC.CCOC(=O)C (hexane EtOAc), [C-]#N (cyanide). Solvent: CO (MeOH). Conditions: temperature 0 celsius, time 2 hour. The product is NC(C#N)C1=CC(=C(C=C1)F)F (amino-(3,4-difluorophenyl)-acetonitrile). Isolated yield 81.0%. As a reaction SMILES: [F:1][C:2]1[CH:3]=[C:4]([CH:7]=[CH:8][C:9]=1[F:10])[CH:5]=O.[NH3:11].[C-:12]#[N:13].CCCCCC.CCOC(C)=O>CO>[NH2:11][CH:5]([C:4]1[CH:7]=[CH:8][C:9]([F:10])=[C:2]([F:1])[CH:3]=1)[C:12]#[N:13] |f:3.4|. Procedure: Through a solution of 3,4-difluorobenzaldehyde (25.0 g, 0.18 mol) in MeOH (500 mL) in a round bottom flask was bubbled ammonia gas for two hours at room temperature The flask was then cooled to 0° C. and trimethylsily]L cyanide (1.3 eq., 0.23 mmol) was then added slowly. The reaction mixture was stirred for 2 hours when TLC analysis indicted that the reaction was complete (Rf=0.35, 3:2 hexane/EtOAc). Solvent was removed in vacuo and the residue was subjected to flash column chromatography on sil... The reactants are [H-].[Na+] (sodium hydride), C(CCC)NS(=O)(=O)C1=CC=C(C=C1)C (N-butyl-4-methyl-benzenesulfonamide), BrCC(=O)OCC (ethyl bromoacetate). The solvent is O1CCCC1 (tetrahydrofuran). Product: C(C)OC(CN(S(=O)(=O)C1=CC=C(C=C1)C)CCCC)=O (ethyl-[butyl-(toluene-4-sulfonyl)-amino]-acetate). Reaction SMILES: [CH2:1]([NH:5][S:6]([C:9]1[CH:14]=[CH:13][C:12]([CH3:15])=[CH:11][CH:10]=1)(=[O:8])=[O:7])[CH2:2][CH2:3][CH3:4].[H-].[Na+].Br[CH2:19][C:20]([O:22][CH2:23][CH3:24])=[O:21]>O1CCCC1>[CH2:23]([O:22][C:20](=[O:21])[CH2:19][N:5]([CH2:1][CH2:2][CH2:3][CH3:4])[S:6]([C:9]1[CH:10]=[CH:11][C:12]([CH3:15])=[CH:13][CH:14]=1)(=[O:7])=[O:8])[CH3:24] |f:1.2|. Procedure: Dissolve N-butyl-4-methyl-benzenesulfonamide (10 mmol) in tetrahydrofuran (50 mL) and treat with sodium hydride (10 mmol). Stir the reaction for 30 minutes and add ethyl bromoacetate (10 mmol). Stir the reaction at reflux for 18 hours. Then add methylene chloride (100 mL) and rinse with water (100 mL), brine (100 mL), dry over anhydrous sodium sulfate, filter and concentrate to provide crude ethyl-[butyl-(toluene-4-sulfonyl)-amino]-acetate.